Dataset: the Open Reaction Database (ORD), a public repository of structured organic reaction records. Task: describe an organic reaction: reactants, conditions, products, and yield Starting materials: ClC1=CC=C(C=C1)C1=NC=2N(C(=C1)C1CC1)N=CC2I (5-(4-chloro-phenyl)-7-cyclopropyl-3-iodo-pyrazolo[1,5-a]pyrimidine), C(#C)C1=CC=C(C=C1)C(C)(C)O (2-(4-ethynyl-phenyl)-propan-2-ol). Product: ClC1=CC=C(C=C1)C1=NC=2N(C(=C1)C1CC1)N=CC2C#CC2=CC=C(C=C2)C(C)(C)O (2-{4-[5-(4-Chloro-phenyl)-7-cyclopropyl-pyrazolo[1,5-a]pyrimidin-3-ylethynyl]-phenyl}-propan-2-ol), solid. Yield: 67.0%. As a reaction SMILES: [Cl:1][C:2]1[CH:7]=[CH:6][C:5]([C:8]2[CH:13]=[C:12]([CH:14]3[CH2:16][CH2:15]3)[N:11]3[N:17]=[CH:18][C:19](I)=[C:10]3[N:9]=2)=[CH:4][CH:3]=1.[C:21]([C:23]1[CH:28]=[CH:27][C:26]([C:29]([OH:32])([CH3:31])[CH3:30])=[CH:25][CH:24]=1)#[CH:22]>>[Cl:1][C:2]1[CH:7]=[CH:6][C:5]([C:8]2[CH:13]=[C:12]([CH:14]3[CH2:16][CH2:15]3)[N:11]3[N:17]=[CH:18][C:19]([C:22]#[C:21][C:23]4[CH:28]=[CH:27][C:26]([C:29]([OH:32])([CH3:30])[CH3:31])=[CH:25][CH:24]=4)=[C:10]3[N:9]=2)=[CH:4][CH:3]=1. Procedure: The title compound was prepared from 5-(4-chloro-phenyl)-7-cyclopropyl-3-iodo-pyrazolo[1,5-a]pyrimidine (example C.5 step 4) (198 mg, 0.5 mmol) and 2-(4-ethynyl-phenyl)-propan-2-ol (example D.4) (80 mg, 0.5 mmol) according to general procedure II. Obtained as a yellow solid (143 mg, 67%). MS (ISP) 428.3 [(M+H)+]; mp 148-150° C. The reactants are N(=O)[O-].[Na+] (sodium nitrite), [OH-].[Na+] (NaOH), NC1=CC=C(C=C1)CS(=O)(=O)NC (1-(4-aminophenyl)-N-methylmethanesulfonamide), [Sn](Cl)Cl (tin(II) chloride), CC(C(CC#N)=O)(C)C (4,4-dimethyl-3-oxopentanenitrile). Solvent: O (water), Cl (hydrochloric acid), Cl (hydrochloric acid), C(C)O (ethanol), Cl (hydrochloric acid). Run at temperature 0 celsius. The product is NC1=CC(=NN1C1=CC=C(C=C1)CS(=O)(=O)NC)C(C)(C)C (1-(4-(5-Amino-3-tert-butyl-1H-pyrazol-1-yl)phenyl)-N-methyl methanesulfonamide). Reaction SMILES: [NH2:1][C:2]1[CH:7]=[CH:6][C:5]([CH2:8][S:9]([NH:12][CH3:13])(=[O:11])=[O:10])=[CH:4][CH:3]=1.[N:14]([O-])=O.[Na+].[Sn](Cl)Cl.[OH-].[Na+].[CH3:23][C:24]([CH3:31])([CH3:30])[C:25](=O)[CH2:26][C:27]#[N:28]>Cl.O.C(O)C>[NH2:28][C:27]1[N:1]([C:2]2[CH:7]=[CH:6][C:5]([CH2:8][S:9]([NH:12][CH3:13])(=[O:11])=[O:10])=[CH:4][CH:3]=2)[N:14]=[C:25]([C:24]([CH3:31])([CH3:30])[CH3:23])[CH:26]=1 |f:1.2,4.5|. Reported procedure: To a suspension of 1-(4-aminophenyl)-N-methylmethanesulfonamide (500 mg, 2.50 mmol) in hydrochloric acid (6 M, 10 mL) at 0° C. was added a solution of sodium nitrite (181 mg, 2.62 mmol) in water (3.0 mL) over 5 min. The reaction mixture was maintained at 0° C. for 2.5 hr, was treated with tin(II) chloride (1.33 g, 6.99 mmol) in hydrochloric acid (6M, 15 mL) and was then warmed to RT for 64 hr. The resulting mixture was basified to pH 12 with aq NaOH (6.0 M) and was extracted with EtOAc (2×100 mL... Starting materials: COc1cccc(Oc2cncc(Br)c2)c1, CC(C)(C)OC(=O)N1CC2CC1CN2, CC(C)(C)[O-], Cc1ccccc1, NC(CO)(CO)CO, [Na+], O. Yields the product COc1cccc(Oc2cncc(N3CC4CC3CN4C(=O)OC(C)(C)C)c2)c1. RXN SMILES: [Br:1][c:2]1[cH:3][n:4][cH:5][c:6]([O:8][c:9]2[cH:10][c:11]([O:15][CH3:16])[cH:12][cH:13][cH:14]2)[cH:7]1.[C:17]([CH3:18])([CH3:19])([CH3:20])[O:21][C:22](=[O:23])[N:24]1[CH:25]2[CH2:26][NH:27][CH:28]([CH2:29]1)[CH2:30]2.[CH3:39][C:40]([CH3:41])([O-:42])[CH3:43].[CH3:46][c:47]1[cH:48][cH:49][cH:50][cH:51][cH:52]1.[NH2:31][C:32]([CH2:33][OH:34])([CH2:35][OH:36])[CH2:37][OH:38].[Na+:44].[OH2:45]>>[c:2]1([N:27]2[CH2:26][CH:25]3[N:24]([C:22]([O:21][C:17]([CH3:18])([CH3:19])[CH3:20])=[O:23])[CH2:29][CH:28]2[CH2:30]3)[cH:3][n:4][cH:5][c:6]([O:8][c:9]2[cH:10][c:11]([O:15][CH3:16])[cH:12][cH:13][cH:14]2)[cH:7]1. The reactants are C(CCC)N1C(=O)N(C=2N=C(NC2C1=O)[N+](=O)[O-])CCCC (1,3-Di-n-butyl-8-nitro xanthine), Cl (hydrochloric acid). The product is C(CCC)N1C(=O)N(C=2N=C(NC2C1=O)Cl)CCCC (1,3-Di-n-butyl-8-chloro Xanthine). As a reaction SMILES: [CH2:1]([N:5]1[C:14](=[O:15])[C:13]2[NH:12][C:11]([N+]([O-])=O)=[N:10][C:9]=2[N:8]([CH2:19][CH2:20][CH2:21][CH3:22])[C:6]1=[O:7])[CH2:2][CH2:3][CH3:4].[ClH:23]>>[CH2:1]([N:5]1[C:14](=[O:15])[C:13]2[NH:12][C:11]([Cl:23])=[N:10][C:9]=2[N:8]([CH2:19][CH2:20][CH2:21][CH3:22])[C:6]1=[O:7])[CH2:2][CH2:3][CH3:4]. Procedure: 1,3-Di-n-butyl-8-nitro xanthine (0.5 g, 0.0016 mol) was refluxed for 18 hours with concentrated hydrochloric acid (8 ml). The reaction mixture was extracted with dichloromethane (20 ml), the organic layer washed with water to neutrality and then dried over anhydrous sodium sulphate. The solvent was then removed by evaporation in vacuo and the residue was recrystallised from ethanol, to give the title compound, yield 0.38 g (73%), m.pt. 152° C. The reactants are CC[O-], CCO, CCOC=O, Cl, O=C1Cc2ccccc2N1, [Na+], O. The product is O=C1Nc2ccccc2C1=CO. RXN SMILES: [CH3:16][CH2:17][O-:18].[CH3:21][CH2:22][OH:23].[CH:11](=[O:12])[O:13][CH2:14][CH3:15].[ClH:20].[NH:1]1[C:2](=[O:10])[CH2:3][c:4]2[cH:5][cH:6][cH:7][cH:8][c:9]21.[Na+:19].[OH2:24]>>[NH:1]1[C:2](=[O:10])[C:3](=[CH:11][OH:12])[c:4]2[cH:5][cH:6][cH:7][cH:8][c:9]21. Starting materials: BrC=1C=C(C#N)C=CC1C=O (3-Bromo-4-formyl-benzonitrile), BrC=1C=C(C#N)C=CC1C=O (3-Bromo-4-formyl-benzonitrile), C(C)(=O)CC(C)=O (acetylacetone), FC(C=1C=C(C=CC1)NC(=O)N)(F)F (3-(trifluoromethyl)phenylurea), polyphosphoric acid. Solvent: O1CCCC1 (tetrahydrofurane). The product is C(C)(=O)C=1C(NC(N(C1C)C1=CC(=CC=C1)C(F)(F)F)=O)C1=C(C=C(C#N)C=C1)Br (4-[5-Acetyl-6-methyl-2-oxo-1-(3-trifluoromethyl-phenyl)-1,2,3,4-tetrahydro-pyrimidin-4-yl]-3-bromo-benzonitrile). Reaction SMILES: [Br:1][C:2]1[CH:3]=[C:4]([CH:7]=[CH:8][C:9]=1[CH:10]=O)[C:5]#[N:6].[C:12]([CH2:15][C:16](=[O:18])[CH3:17])(=O)[CH3:13].[F:19][C:20]([F:32])([F:31])[C:21]1[CH:22]=[C:23]([NH:27][C:28]([NH2:30])=[O:29])[CH:24]=[CH:25][CH:26]=1>O1CCCC1>[C:16]([C:15]1[CH:10]([C:9]2[CH:8]=[CH:7][C:4]([C:5]#[N:6])=[CH:3][C:2]=2[Br:1])[NH:30][C:28](=[O:29])[N:27]([C:23]2[CH:24]=[CH:25][CH:26]=[C:21]([C:20]([F:31])([F:32])[F:19])[CH:22]=2)[C:12]=1[CH3:13])(=[O:18])[CH3:17]. Procedure: 3-Bromo-4-formyl-benzonitrile (intermediate 2, 1.09 g, 4.92 mmol) is stirred with acetylacetone (0.60 mL, 5.88 mmol), 3-(trifluoromethyl)phenylurea (1.00 g, 4.90 mmol) and polyphosphoric acid (3.02 g, 7.90 mmol) in tetrahydrofurane (40.0 mL) at 50° C. overnight. The reaction mixture is concentrated in vacuo, ethyl acetate and water is added and the phases are separated. The aqueous phase is extracted twice with ethyl acetate. The combined organic phases are washed with saturated sodium chloride ...